From a dataset of the Open Reaction Database (ORD), a public repository of structured organic reaction records. describe an organic reaction: reactants, conditions, products, and yield Reactants: N#Cc1c(N)nc2ccccc2c1Cl, O, NCc1cccs1. The product is N#Cc1c(N)nc2ccccc2c1NCc1cccs1. As a reaction SMILES: [NH2:1][c:2]1[n:3][c:4]2[cH:5][cH:6][cH:7][cH:8][c:9]2[c:10]([Cl:14])[c:11]1[C:12]#[N:13].[OH2:22].[s:15]1[c:16]([CH2:20][NH2:21])[cH:17][cH:18][cH:19]1>>[NH2:1][c:2]1[n:3][c:4]2[cH:5][cH:6][cH:7][cH:8][c:9]2[c:10]([NH:21][CH2:20][c:16]2[s:15][cH:19][cH:18][cH:17]2)[c:11]1[C:12]#[N:13].